From a dataset of the Open Reaction Database (ORD), a public repository of structured organic reaction records. describe an organic reaction: reactants, conditions, products, and yield Reactants: ClC(Cl)(OC(OC(Cl)(Cl)Cl)=O)Cl (triphosgene), CO (Methanol), COC=1C=C2C(=NC=NC2=CC1OC)OC1=C(C=C(N)C=C1)C (4-[(6,7-Dimethoxy-4-quinazolinyl)oxy]-3-methyl-aniline), C(CC)N (propylamine). Run in C(C)N(CC)CC (triethylamine), C(Cl)(Cl)Cl (chloroform), C(Cl)(Cl)Cl (chloroform). Conditions: time 30 minute. Product: COC=1C=C2C(=NC=NC2=CC1OC)OC1=C(C=C(C=C1)NC(=O)NCCC)C (N-{4-[(6,7-Dimethoxy-4-quinazolinyl)oxy]-3-methylphenyl}-N′-propylurea). Yield: 47.0%. Reaction SMILES: [CH3:1][O:2][C:3]1[CH:4]=[C:5]2[C:10](=[CH:11][C:12]=1[O:13][CH3:14])[N:9]=[CH:8][N:7]=[C:6]2[O:15][C:16]1[CH:22]=[CH:21][C:19]([NH2:20])=[CH:18][C:17]=1[CH3:23].ClC(Cl)(O[C:28](=[O:34])OC(Cl)(Cl)Cl)Cl.[CH2:36]([NH2:39])[CH2:37][CH3:38].CO>C(Cl)(Cl)Cl.C(N(CC)CC)C>[CH3:1][O:2][C:3]1[CH:4]=[C:5]2[C:10](=[CH:11][C:12]=1[O:13][CH3:14])[N:9]=[CH:8][N:7]=[C:6]2[O:15][C:16]1[CH:22]=[CH:21][C:19]([NH:20][C:28]([NH:39][CH2:36][CH2:37][CH3:38])=[O:34])=[CH:18][C:17]=1[CH3:23]. Procedure details: 4-[(6,7-Dimethoxy-4-quinazolinyl)oxy]-3-methyl-aniline (50 mg) was dissolved in chloroform (3 ml) and triethylamine (0.2 ml), and a solution of triphosgene (48 mg) in chloroform was then added to the solution. The mixture was stirred at room temperature for 30 min. Next, propylamine (20 μl) was added to the reaction solution, and the mixture was further stirred at room temperature overnight. Methanol was added to the reaction solution, and the mixture was purified by HPLC by development with chl... The reactants are FC1=CC=CC2=C1CCC(C(N2CC(F)(F)F)=O)N2N=NC(=C2)C2=C(C=C(C=C2)C2=CC=NC=C2)F (6-fluoro-3-{-4-[2-fluoro-4-(pyridin-4-yl)phenyl]-1H-1,2,3-triazol-1-yl}-1-(2,2,2-trifluoroethyl)-1,3,4,5-tetrahydro-2H-1-benzazepin-2-one), C(#C)C1=CC=C(C=C1)C1=NOC(=N1)C (3-(4-ethynyl-phenyl)-5-methyl-1,2,4-oxadiazole), alkyne. Product: FC1=CC=CC2=C1CCC(C(N2CC(F)(F)F)=O)N2N=NC(=C2)C2=CC=C(C=C2)C2=NOC(=N2)C (6-fluoro-3-{4-[4-(5-methyl-1,2,4-oxadiazol-3-yl)phenyl]-1H-1,2,3-triazol-1-yl}-1-(2,2,2-trifluoroethyl)-1,3,4,5-tetrahydro-2H-1-benzazepin-2-one). As a reaction SMILES: [F:1][C:2]1[C:7]2[CH2:8][CH2:9][CH:10]([N:19]3[CH:23]=[C:22]([C:24]4[CH:29]=[CH:28][C:27]([C:30]5C=CN=CC=5)=[CH:26][C:25]=4F)[N:21]=[N:20]3)[C:11](=[O:18])[N:12]([CH2:13][C:14]([F:17])([F:16])[F:15])[C:6]=2[CH:5]=[CH:4][CH:3]=1.C(C1C=CC(C2[N:49]=[C:48]([CH3:50])[O:47][N:46]=2)=CC=1)#C>>[F:1][C:2]1[C:7]2[CH2:8][CH2:9][CH:10]([N:19]3[CH:23]=[C:22]([C:24]4[CH:29]=[CH:28][C:27]([C:30]5[N:49]=[C:48]([CH3:50])[O:47][N:46]=5)=[CH:26][CH:25]=4)[N:21]=[N:20]3)[C:11](=[O:18])[N:12]([CH2:13][C:14]([F:17])([F:16])[F:15])[C:6]=2[CH:5]=[CH:4][CH:3]=1. Reported procedure: The title compound was prepared by the same route as 6-fluoro-3-{-4-[2-fluoro-4-(pyridin-4-yl)phenyl]-1H-1,2,3-triazol-1-yl}-1-(2,2,2-trifluoroethyl)-1,3,4,5-tetrahydro-2H-1-benzazepin-2-one, using 3-(4-ethynyl-phenyl)-5-methyl-1,2,4-oxadiazole as the alkyne. Starting materials: S1C=NC2=C1C=C(C=C2)NC2=CC(=C(C=N2)C=2OC(=C(N2)C(=O)OCC)C(C)C)NC(C)C (ethyl 2-(6-(benzo[d]thiazol-6-ylamino)-4-(isopropylamino)pyridin-3-yl)-5-isopropyloxazole-4-carboxylate), [H-].[H-].[H-].[H-].[Li+].[Al+3] (LAH). Run in O1CCCC1 (Tetrahydrofuran). Reaction conditions: temperature 0 celsius, time 30 minute. The product is S1C=NC2=C1C=C(C=C2)NC2=CC(=C(C=N2)C=2OC(=C(N2)CO)C(C)C)NC(C)C ((2-(6-(benzo[d]thiazol-6-ylamino)-4-(isopropylamino)pyridin-3-yl)-5-isopropyloxazol-4-yl)methanol). Reaction SMILES: [S:1]1[C:5]2[CH:6]=[C:7]([NH:10][C:11]3[N:16]=[CH:15][C:14]([C:17]4[O:18][C:19]([CH:27]([CH3:29])[CH3:28])=[C:20]([C:22](OCC)=[O:23])[N:21]=4)=[C:13]([NH:30][CH:31]([CH3:33])[CH3:32])[CH:12]=3)[CH:8]=[CH:9][C:4]=2[N:3]=[CH:2]1.[H-].[H-].[H-].[H-].[Li+].[Al+3]>O1CCCC1>[S:1]1[C:5]2[CH:6]=[C:7]([NH:10][C:11]3[N:16]=[CH:15][C:14]([C:17]4[O:18][C:19]([CH:27]([CH3:29])[CH3:28])=[C:20]([CH2:22][OH:23])[N:21]=4)=[C:13]([NH:30][CH:31]([CH3:33])[CH3:32])[CH:12]=3)[CH:8]=[CH:9][C:4]=2[N:3]=[CH:2]1 |f:1.2.3.4.5.6|. Procedure details: To a solution of ethyl 2-(6(benzo[d]thiazol-6-ylamino)-4-(isopropylamino)pyridin-3-yl)-5-methyloxazole-4-carboxylate (29) (150 mg, 0.34 mmol) in dry Tetrahydrofuran (10 mL) was added LAH (0.739 mmol) (4% in THF) at −10° C. The reaction mixture was stirred at 0° C. for 30 min, reaction temperature was then brought to room temperature and stirred for 30 min. The reaction mixture was cooled to 0° C. and quenched by using ice flakes (until the H2 gas evolution ceased), followed by 1N NaOH solution, ... The reactants are precipitate, Br (hydrobromic acid), C1=CC=CC2=NC3=CC=CC=C3C(=C12)C(=O)OC1=CC=CC=C1 (phenyl acridine-9-carboxylate), ICC(=O)OC(C)(C)C (t-butyl iodoacetate), C(C)OCC (diethyl ether). Solvent: C(C)(=O)O (acetic acid), O (water). Run at temperature 110 celsius. The product is [Br-].O(C1=CC=CC=C1)C(=O)C=1C2=CC=CC=C2[N+](=C2C=CC=CC12)CC(=O)O (9-phenoxycarbonyl-10-carboxymethylacridinium bromide). RXN SMILES: [CH:1]1[C:14]2[C:5](=[N:6][C:7]3[C:12]([C:13]=2[C:15]([O:17][C:18]2[CH:23]=[CH:22][CH:21]=[CH:20][CH:19]=2)=[O:16])=[CH:11][CH:10]=[CH:9][CH:8]=3)[CH:4]=[CH:3][CH:2]=1.I[CH2:25][C:26]([O:28]C(C)(C)C)=[O:27].C(OCC)C.[BrH:38]>C(O)(=O)C.O>[Br-:38].[O:17]([C:15]([C:13]1[C:12]2[C:7]([N+:6]([CH2:25][C:26]([OH:28])=[O:27])=[C:5]3[C:14]=1[CH:1]=[CH:2][CH:3]=[CH:4]3)=[CH:8][CH:9]=[CH:10][CH:11]=2)=[O:16])[C:18]1[CH:23]=[CH:22][CH:21]=[CH:20][CH:19]=1 |f:6.7|. Procedure details: A mixture of phenyl acridine-9-carboxylate (100 mg) and t-butyl iodoacetate is stirred and heated at 110° C. for five hours. The resulting solution is poured into diethyl ether (25 ml) and the resulting precipitate isolated by filtration. Part of this precipitate (10 mg) is stirred with 33% hydrobromic acid in acetic acid (1 ml), and heated at 50° C. for two hours. The reaction mixture is poured into water, and the resulting precipitate (ca. 6 mg) isolated. MS: 358, 314, 300, 237, 220, 206. Reaction SMILES: [F:1][C:2]1[CH:11]=[C:10]2[C:5]([C:6](=O)[NH:7][C:8]([N:12]3[CH:16]=[C:15]([C:17]([O:19]CC)=[O:18])[CH:14]=[N:13]3)=[N:9]2)=[CH:4][C:3]=1[C:23]1[CH:28]=[CH:27][CH:26]=[CH:25][C:24]=1[CH3:29].[CH:30]1([NH2:33])[CH2:32][CH2:31]1>>[CH:30]1([NH:33][C:6]2[C:5]3[C:10](=[CH:11][C:2]([F:1])=[C:3]([C:23]4[CH:28]=[CH:27][CH:26]=[CH:25][C:24]=4[CH3:29])[CH:4]=3)[N:9]=[C:8]([N:12]3[CH:16]=[C:15]([C:17]([OH:19])=[O:18])[CH:14]=[N:13]3)[N:7]=2)[CH2:32][CH2:31]1. Starting materials: FC1=C(C=C2C(NC(=NC2=C1)N1N=CC(=C1)C(=O)OCC)=O)C1=C(C=CC=C1)C (ethyl 1-(7-fluoro-4-oxo-6-(o-tolyl)-3,4-dihydroquinazolin-2-yl)-1H-pyrazole-4-carboxylate), C1(CC1)N (cyclopropyl amine). Procedure: The above compound may be made analogous to Example 1 using ethyl 1-(7-fluoro-4-oxo-6-(o-tolyl)-3,4-dihydroquinazolin-2-yl)-1H-pyrazole-4-carboxylate in step D and cyclopropyl amine in step E. MS (ESI): predicted mass calcd. for C22H18FN5O2, 403.1 Product: C1(CC1)NC1=NC(=NC2=CC(=C(C=C12)C1=C(C=CC=C1)C)F)N1N=CC(=C1)C(=O)O (1-(4-(Cyclopropylamino)-7-fluoro-6-(o-tolyl)quinazolin-2-yl)-1H-pyrazole-4-carboxylic acid). The reactants are COC1=NC=C(C=N1)B(O)O (2-methoxypyrimidine-5-boronic acid), C(C1=CC=CC=C1)N([C@H]1CC2=C(C=CC=C2CC1)Br)CC1=CC=CC=C1 ((2R)-N,N-dibenzyl-8-bromo -1,2,3,4-tetrahydronaphthalen-2-amine). The product is C(C1=CC=CC=C1)N([C@H]1CC2=C(C=CC=C2CC1)C=1C=NC(=NC1)OC)CC1=CC=CC=C1 ((2R)-N,N-dibenzyl-8-(2-methoxypyrimidin-5-yl)-1,2,3,4-tetrahydronaphthalen-2-amine). Isolated yield 63.0%. As a reaction SMILES: [CH3:1][O:2][C:3]1[N:8]=[CH:7][C:6](B(O)O)=[CH:5][N:4]=1.[CH2:12]([N:19]([CH2:31][C:32]1[CH:37]=[CH:36][CH:35]=[CH:34][CH:33]=1)[C@@H:20]1[CH2:29][CH2:28][C:27]2[C:22](=[C:23](Br)[CH:24]=[CH:25][CH:26]=2)[CH2:21]1)[C:13]1[CH:18]=[CH:17][CH:16]=[CH:15][CH:14]=1>>[CH2:31]([N:19]([CH2:12][C:13]1[CH:18]=[CH:17][CH:16]=[CH:15][CH:14]=1)[C@@H:20]1[CH2:29][CH2:28][C:27]2[C:22](=[C:23]([C:6]3[CH:5]=[N:4][C:3]([O:2][CH3:1])=[N:8][CH:7]=3)[CH:24]=[CH:25][CH:26]=2)[CH2:21]1)[C:32]1[CH:33]=[CH:34][CH:35]=[CH:36][CH:37]=1. Procedure: The title compound was synthesized as described for Intermediate example I-2 in 63% yield, starting from 2-methoxypyrimidine-5-boronic acid and (2R)-N,N-dibenzyl-8-bromo -1,2,3,4-tetrahydronaphthalen-2-amine. The reaction mixture was irradiated in a microwave at 150° C. for 1 h; 1H NMR (400 MHz, DMSO-d6) δ ppm 8.59 (s, 2 H), 7.21-7.33 (m, 8 H), 7.08-7.21 (m, 4 H), 7.02 (dd, 1 H), 4.00 (s, 3 H), 3.53-3.70 (m, 4 H), 2.87-3.01 (m, 2 H), 2.64-2.84 (m, 2 H), 2.43-2.53 (m, 1 H, obscured by DMSO), 2.03... Reactants: C(C)(C)(C)C=1C(C(=CC(C1)=O)C(C)(C)C)=O (2,6-di(tertiary-butyl)-p-benzoquinone), NC=1C=C(C(=O)O)C=CC1 (3-aminobenzoic acid). The product is C(C)(C)(C)C=1C(C(=CC(C1)=NC1=CC(=CC=C1)C(=O)O)C(C)(C)C)=O (2,6-di(tertiary-butyl)-4-(3'-carboxyphenylimino)-2,5-cyclohexadien-1-one). Reaction SMILES: [C:1]([C:5]1[C:6](=[O:16])[C:7]([C:12]([CH3:15])([CH3:14])[CH3:13])=[CH:8][C:9](=O)[CH:10]=1)([CH3:4])([CH3:3])[CH3:2].[NH2:17][C:18]1[CH:19]=[C:20]([CH:24]=[CH:25][CH:26]=1)[C:21]([OH:23])=[O:22]>>[C:1]([C:5]1[C:6](=[O:16])[C:7]([C:12]([CH3:15])([CH3:14])[CH3:13])=[CH:8][C:9](=[N:17][C:18]2[CH:26]=[CH:25][CH:24]=[C:20]([C:21]([OH:23])=[O:22])[CH:19]=2)[CH:10]=1)([CH3:4])([CH3:3])[CH3:2]. Procedure: Using the method of Example 1, 2,6-di(tertiary-butyl)-p-benzoquinone was reacted with 3-aminobenzoic acid to provide red-orange crystals of 2,6-di(tertiary-butyl)-4-(3'-carboxyphenylimino)-2,5-cyclohexadien-1-one, m.p. 230°-231° C. Analysis: Calculated for C21H25NO3 : % C, 74.3; % H, 7.4; % N, 4.1; Found: % C, 74.1; % H, 7.6; % N, 3.7. Reactants: C1CCOC1, COC(=O)c1ccc(OC(CCC(C)(C)C)c2ccc(-c3ccc(C(F)(F)F)cc3)nc2)cc1, Cl, [Na+], [OH-]. Product: CC(C)(C)CCC(Oc1ccc(C(=O)O)cc1)c1ccc(-c2ccc(C(F)(F)F)cc2)nc1. Reaction SMILES: [CH2:38]1[O:39][CH2:40][CH2:41][CH2:42]1.[CH3:1][O:2][C:3]([c:4]1[cH:5][cH:6][c:7]([O:10][CH:11]([CH2:12][CH2:13][C:14]([CH3:15])([CH3:16])[CH3:17])[c:18]2[cH:19][n:20][c:21](-[c:24]3[cH:25][cH:26][c:27]([C:30]([F:31])([F:32])[F:33])[cH:28][cH:29]3)[cH:22][cH:23]2)[cH:8][cH:9]1)=[O:34].[ClH:37].[Na+:36].[OH-:35]>>[O:2]=[C:3]([c:4]1[cH:5][cH:6][c:7]([O:10][CH:11]([CH2:12][CH2:13][C:14]([CH3:15])([CH3:16])[CH3:17])[c:18]2[cH:19][n:20][c:21](-[c:24]3[cH:25][cH:26][c:27]([C:30]([F:31])([F:32])[F:33])[cH:28][cH:29]3)[cH:22][cH:23]2)[cH:8][cH:9]1)[OH:34]. Starting materials: N1C=NC=C1.[Na] (sodium imidazole), ClC1=NC=C(C(=O)OC)C=C1 (6-Chloro nicotinic acid, methyl ester), [H-].[Na+] (NaH), N1C=NC=C1 (imidazole). Run in CN(C)C=O (DMF), CN(C)C=O (DMF). Reaction conditions: temperature 120 celsius. Product: N1(C=NC=C1)C1=NC=C(C(=O)OC)C=C1 (6-1H-imidazol-1-yl-nicotinic acid, methyl ester). Reaction SMILES: Cl[C:2]1[CH:11]=[CH:10][C:5]([C:6]([O:8][CH3:9])=[O:7])=[CH:4][N:3]=1.[NH:12]1[CH:16]=[CH:15][N:14]=[CH:13]1.[Na].[H-].[Na+].N1C=CN=C1>CN(C=O)C>[N:12]1([C:2]2[CH:11]=[CH:10][C:5]([C:6]([O:8][CH3:9])=[O:7])=[CH:4][N:3]=2)[CH:16]=[CH:15][N:14]=[CH:13]1 |f:1.2,3.4,^1:16|. Procedure details: A solution of the methyl ester obtained in Step 1. above (16.29 g) in DMF is added dropwise to a DMF suspension of sodium imidazole [prepared from NaH (4.19 g) and imidazole 6.49 g)] at RT. The reaction mixture is heated to 120° C. for nineteen hours. The cooled reaction mixture is partitioned between water and chloroform, the organic layer separated, washed with water, dried over Na2SO4, filtered, evaporated, and residual DMF removed under high vacuum yielding the desired product as a tan solid... Starting materials: O1CCCC=C1 (3,4-Dihydro-2H-pyran), C1(=CC=C(C=C1)S(=O)(=O)O)C (p-toluenesulfonic acid), BrCC1=C(C=CC(=C1)C(F)(F)F)C1=C(C(=C(C(=C1)C(C)C)F)O)OC (2′-(bromomethyl)-4-fluoro-5-isopropyl-2-methoxy-4′-(trifluoromethyl)biphenyl-3-ol). Run in C(Cl)Cl (CH2Cl2), C(Cl)Cl (CH2Cl2). Conditions: time 8 hour. Product: BrCC1=C(C=CC(=C1)C(F)(F)F)C1=C(C(=C(C(=C1)C(C)C)F)OC1OCCCC1)OC (2-{[2′-(bromomethyl)-4-fluoro-5-isopropyl-2-methoxy-4′-(trifluoromethyl)biphenyl-3-yl]oxy}tetrahydro-2H-pyran). Reaction SMILES: [O:1]1[CH:6]=[CH:5][CH2:4][CH2:3][CH2:2]1.C1(C)C=CC(S(O)(=O)=O)=CC=1.[Br:18][CH2:19][C:20]1[CH:25]=[C:24]([C:26]([F:29])([F:28])[F:27])[CH:23]=[CH:22][C:21]=1[C:30]1[CH:35]=[C:34]([CH:36]([CH3:38])[CH3:37])[C:33]([F:39])=[C:32]([OH:40])[C:31]=1[O:41][CH3:42]>C(Cl)Cl>[Br:18][CH2:19][C:20]1[CH:25]=[C:24]([C:26]([F:27])([F:28])[F:29])[CH:23]=[CH:22][C:21]=1[C:30]1[CH:35]=[C:34]([CH:36]([CH3:38])[CH3:37])[C:33]([F:39])=[C:32]([O:40][CH:6]2[CH2:5][CH2:4][CH2:3][CH2:2][O:1]2)[C:31]=1[O:41][CH3:42]. Procedure details: 3,4-Dihydro-2H-pyran (51.9 mg, 56 μL, 0.617 mmol) was added to a stirred solution of p-toluenesulfonic acid (2.3 mg, 0.0123 mmol) and 2′-(bromomethyl)-4-fluoro-5-isopropyl-2-methoxy-4′-(trifluoromethyl)biphenyl-3-ol (52.0 mg, 0.123 mmol) in dry CH2Cl2 (6.1 mL) at room temperature under N2 and the reaction was stirred overnight. The reaction mixture was diluted with CH2Cl2 (45 mL) and washed with saturated NaHCO3 (5 mL) and 30% saturated Na2SO3 (5 mL), dried (Na2SO4) and concentrated in vacuo to ...